From a dataset of the Open Reaction Database (ORD), a public repository of structured organic reaction records. describe an organic reaction: reactants, conditions, products, and yield The reactants are ice water, C1(=CC=CC=C1)C(OC1CCN(CC1)CCCN)C1=CC=CC=C1 (4-(diphenylmethoxy)-1-piperidinepropanamine), C(C)OC(CCNC(=O)C=1N=C2N(N=C(C=C2)Cl)C1)=O (N-(6-chloroimidazo[1,2-b]pyridazine-2-carbonyl)-β-alanine ethyl ester), C(C)N(C(C)C)C(C)C (N-ethyldiisopropylamine). The solvent is CN1C(CCC1)=O (1-methyl-2-pyrrolidone). Conditions: temperature 95 celsius, time 24 hour. Yields the product C(C)OC(CCNC(=O)C=1N=C2N(N=C(C=C2)NCCCN2CCC(CC2)OC(C2=CC=CC=C2)C2=CC=CC=C2)C1)=O (N-[6-[3-[4-(diphenylmethoxy)piperidino]propylamino]imidazo[1,2-b]pyridazine-2-carbonyl]-β-alanine ethyl ester). Yield: 29.7%. RXN SMILES: [C:1]1([CH:7]([C:19]2[CH:24]=[CH:23][CH:22]=[CH:21][CH:20]=2)[O:8][CH:9]2[CH2:14][CH2:13][N:12]([CH2:15][CH2:16][CH2:17][NH2:18])[CH2:11][CH2:10]2)[CH:6]=[CH:5][CH:4]=[CH:3][CH:2]=1.[CH2:25]([O:27][C:28](=[O:44])[CH2:29][CH2:30][NH:31][C:32]([C:34]1[N:35]=[C:36]2[CH:41]=[CH:40][C:39](Cl)=[N:38][N:37]2[CH:43]=1)=[O:33])[CH3:26].C(N(C(C)C)C(C)C)C>CN1CCCC1=O>[CH2:25]([O:27][C:28](=[O:44])[CH2:29][CH2:30][NH:31][C:32]([C:34]1[N:35]=[C:36]2[CH:41]=[CH:40][C:39]([NH:18][CH2:17][CH2:16][CH2:15][N:12]3[CH2:13][CH2:14][CH:9]([O:8][CH:7]([C:1]4[CH:2]=[CH:3][CH:4]=[CH:5][CH:6]=4)[C:19]4[CH:24]=[CH:23][CH:22]=[CH:21][CH:20]=4)[CH2:10][CH2:11]3)=[N:38][N:37]2[CH:43]=1)=[O:33])[CH3:26]. Procedure details: 0.649 g of 4-(diphenylmethoxy)-1-piperidinepropanamine and 0.594 g of N-(6-chloroimidazo[1,2-b]pyridazine-2-carbonyl)-β-alanine ethyl ester were dissolved in 7 ml of 1-methyl-2-pyrrolidone; 0.345 ml of N-ethyldiisopropylamine was added, followed by stirring in an oil bath (90-100° C.) for 24 hours. After cooling, ice water was added, followed by extraction with ethyl acetate; the extract was washed with saline and dried with magnesium sulfate. The dry product was concentrated under reduced press... Starting materials: ClP(Cl)(Cl)(Cl)Cl, Cc1cc([N+](=O)[O-])c(Oc2ccc(F)cc2F)cc1C(=O)O, c1ccccc1. Yields the product Cc1cc([N+](=O)[O-])c(Oc2ccc(F)cc2F)cc1C(=O)Cl. RXN SMILES: [Cl:23][P:24]([Cl:25])([Cl:26])([Cl:27])[Cl:28].[F:1][c:2]1[c:3]([O:4][c:5]2[c:6]([N+:15](=[O:16])[O-:17])[cH:7][c:8]([CH3:14])[c:9]([C:10](=[O:11])[OH:12])[cH:13]2)[cH:18][cH:19][c:20]([F:22])[cH:21]1.[cH:29]1[cH:30][cH:31][cH:32][cH:33][cH:34]1>>[F:1][c:2]1[c:3]([O:4][c:5]2[c:6]([N+:15](=[O:16])[O-:17])[cH:7][c:8]([CH3:14])[c:9]([C:10](=[O:11])[Cl:23])[cH:13]2)[cH:18][cH:19][c:20]([F:22])[cH:21]1. Product: O=C(C=Cc1cccnc1)NCCCCN1Cc2cccc3cccc(c23)C1. RXN SMILES: [CH2:18]1[N:19]([CH2:31][CH2:32][CH2:33][CH2:34][NH2:35])[CH2:20][c:21]2[c:22]3[c:23]([cH:24][cH:25][cH:26][c:27]31)[cH:28][cH:29][cH:30]2.[Cl:12][C:13]([C:14]([Cl:15])=[O:16])=[O:17].[n:1]1[cH:2][c:3]([CH:7]=[CH:8][C:9](=[O:10])[OH:11])[cH:4][cH:5][cH:6]1>>[n:1]1[cH:2][c:3]([CH:7]=[CH:8][C:9](=[O:11])[NH:35][CH2:34][CH2:33][CH2:32][CH2:31][N:19]2[CH2:18][c:27]3[c:22]4[c:21]([cH:30][cH:29][cH:28][c:23]4[cH:24][cH:25][cH:26]3)[CH2:20]2)[cH:4][cH:5][cH:6]1. Starting materials: NCCCCN1Cc2cccc3cccc(c23)C1, O=C(Cl)C(=O)Cl, O=C(O)C=Cc1cccnc1. The yield is 43.4%. Reagents/catalysts: [I-].C(CCC)[N+](CCCC)(CCCC)CCCC (tetrabutylammonium iodide). Reactants: [OH-].[Na+] (sodium hydroxide), C(C1=CC=CC=C1)=O (benzaldehyde), C1(CCCCC1)CBr (cyclohexylmethyl bromide), Cl (hydrochloric acid), NCC1=NC=CC=C1 (2-(aminomethyl)pyridine). Yields the product N1=C(C=CC=C1)C(CC1CCCCC1)N (1-(R,S)-(2-pyridyl)-2-cyclohexylethylamine). The solvent is O (water), C(CCC)OC (butylmethyl ether). Reported procedure: Under a nitrogen atmosphere, 1.365 kg (12.86 moles) of benzaldehyde was added with stirring and cooling to 1.39 kg (12.86 moles) of 2-(aminomethyl)pyridine maintaining the temperature <50° C. After stirring for 2-4 hours, the mixture was diluted with 13 L oft-butylmethyl ether (MTBE). To the clear solution was added 1.05 kg (27.72 moles) sodium hydroxide (flakes) and 2.375 kg (6.43 moles) of tetrabutylammonium iodide. The suspension was stirred for 2 hrs., then 2.3 kg (12.86 moles) of cyclohexyl... RXN SMILES: [CH:1](=O)[C:2]1[CH:7]=[CH:6][CH:5]=[CH:4][CH:3]=1.[NH2:9][CH2:10][C:11]1[CH:16]=[CH:15][CH:14]=[CH:13][N:12]=1.[OH-].[Na+].C1(CBr)CCCCC1.Cl>C(OC)CCC.[I-].C([N+](CCCC)(CCCC)CCCC)CCC.O>[N:12]1[CH:13]=[CH:14][CH:15]=[CH:16][C:11]=1[CH:10]([NH2:9])[CH2:1][CH:2]1[CH2:7][CH2:6][CH2:5][CH2:4][CH2:3]1 |f:2.3,7.8|. Procedure details: In analogy to the procedure described for the synthesis of 4-{(3S,4S)-3-(4-Chloro-phenyl)-4-[(S)-1-(3,4-dichloro-phenoxy)-ethyl]-piperidine-1-carbonyl}-3,4,5,6-tetrahydro-2H-[1,2′]bipyridinyl-5′-carbonitrile (example 49) the respective piperidine derivative was prepared from (R)-1-[(3S,4S)-1-Benzyl-3-(4-chloro-phenyl)-piperidin-4-yl]-ethanol and 4-methyl-phenol via Mitsunobu reaction and subsequently the benzyl group was cleaved by treatment with 1-chloroethyl-chloroformate, DIPEA and methanol. ... Starting materials: ClC1=CC=C(C=C1)[C@H]1CN(CC[C@@H]1[C@H](C)OC1=CC(=C(C=C1)Cl)Cl)C(=O)C1CCN(CC1)C1=NC=C(C=C1)C#N (4-{(3S,4S)-3-(4-Chloro-phenyl)-4-[(S)-1-(3,4-dichloro-phenoxy)-ethyl]-piperidine-1-carbonyl}-3,4,5,6-tetrahydro-2H-[1,2′]bipyridinyl-5′-carbonitrile), N1CCCCC1 (piperidine), C(C1=CC=CC=C1)N1C[C@@H]([C@H](CC1)[C@@H](C)O)C1=CC=C(C=C1)Cl ((R)-1-[(3S,4S)-1-Benzyl-3-(4-chloro-phenyl)-piperidin-4-yl]-ethanol), CC1=CC=C(C=C1)O (4-methyl-phenol), CCN(C(C)C)C(C)C (DIPEA), ClC(C)OC(=O)Cl (1-chloroethyl-chloroformate). As a reaction SMILES: [Cl:1][C:2]1[CH:7]=[CH:6][C:5]([C@@H:8]2[C@@H:13]([C@@H:14]([O:16][C:17]3[CH:22]=[CH:21][C:20](Cl)=[C:19](Cl)[CH:18]=3)[CH3:15])[CH2:12][CH2:11][N:10]([C:25]([CH:27]3[CH2:32][CH2:31][N:30]([C:33]4[CH:38]=[CH:37][C:36]([C:39]#[N:40])=[CH:35][N:34]=4)[CH2:29][CH2:28]3)=[O:26])[CH2:9]2)=[CH:4][CH:3]=1.N1CCCC[CH2:42]1.C(N1CC[C@H]([C@H]([OH:62])C)[C@@H](C2C=CC(Cl)=CC=2)C1)C1C=CC=CC=1.CC1C=CC(O)=CC=1.ClC(OC(Cl)=O)C.CCN(C(C)C)C(C)C>CO>[C:39]([C:36]1[CH:37]=[CH:38][C:33]([N:30]2[CH2:31][CH2:32][CH:27]([C:25]([OH:26])=[O:62])[CH2:28][CH2:29]2)=[N:34][CH:35]=1)#[N:40].[Cl:1][C:2]1[CH:7]=[CH:6][C:5]([C@@H:8]2[C@@H:13]([C@@H:14]([O:16][C:17]3[CH:18]=[CH:19][C:20]([CH3:42])=[CH:21][CH:22]=3)[CH3:15])[CH2:12][CH2:11][N:10]([C:25]([CH:27]3[CH2:32][CH2:31][N:30]([C:33]4[CH:38]=[CH:37][C:36]([C:39]#[N:40])=[CH:35][N:34]=4)[CH2:29][CH2:28]3)=[O:26])[CH2:9]2)=[CH:4][CH:3]=1. Solvent: CO (methanol). Yields the product C(#N)C=1C=CC(=NC1)N1CCC(CC1)C(=O)O (5′-Cyano-3,4,5,6-tetrahydro-2H-[1,2′]bipyridinyl-4-carboxylic acid), ClC1=CC=C(C=C1)[C@H]1CN(CC[C@@H]1[C@H](C)OC1=CC=C(C=C1)C)C(=O)C1CCN(CC1)C1=NC=C(C=C1)C#N (4-[(3S,4S)-3-(4-Chloro-phenyl)-4-((S)-1-p-tolyloxy-ethyl)-piperidine-1-carbonyl]-3,4,5,6-tetrahydro-2H-[1,2′]bipyridinyl-5′-carbonitrile). Starting materials: C1=CC(=CC(=C1)Cl)C(=O)OO (mCPBA), O=C1N(C(C2=CC=CC=C12)=O)OCC=1N(C2=C(C=NC=3C=CC=NC23)N1)CCCNC(OC(C)(C)C)=O (tert-butyl 3-(2-{[(1,3-dioxo-1,3-dihydro-2H-isoindol-2-yl)oxy]methyl}-1H-imidazo[4,5-c][1,5]naphthyridin-1-yl)propylcarbamate), [OH-].[NH4+] (ammonium hydroxide), C1(=CC=C(C=C1)S(=O)(=O)Cl)C (p-toluenesulfonyl chloride). The solvent is C(Cl)(Cl)Cl (chloroform). Conditions: time 4 hour. The product is NC1=NC=2C=CC=NC2C2=C1N=C(N2CCCNC(OC(C)(C)C)=O)CON (tert-butyl 3-{4-amino-2-[(aminooxy)methyl]-1H-imidazo[4,5-c][1,5]naphthyridin-1-yl}propylcarbamate). Reaction SMILES: C1C=C(Cl)C=C(C(OO)=O)C=1.O=C1C2C(=CC=CC=2)C(=O)[N:14]1[O:23][CH2:24][C:25]1[N:26]([CH2:38][CH2:39][CH2:40][NH:41][C:42](=[O:48])[O:43][C:44]([CH3:47])([CH3:46])[CH3:45])[C:27]2[C:36]3[N:35]=[CH:34][CH:33]=[CH:32][C:31]=3[N:30]=[CH:29][C:28]=2[N:37]=1.[OH-].[NH4+:50].C1(C)C=CC(S(Cl)(=O)=O)=CC=1>C(Cl)(Cl)Cl>[NH2:50][C:29]1[C:28]2[N:37]=[C:25]([CH2:24][O:23][NH2:14])[N:26]([CH2:38][CH2:39][CH2:40][NH:41][C:42](=[O:48])[O:43][C:44]([CH3:45])([CH3:47])[CH3:46])[C:27]=2[C:36]2[N:35]=[CH:34][CH:33]=[CH:32][C:31]=2[N:30]=1 |f:2.3|. Reported procedure: mCPBA (2.33 g, 13.5 mmol) was added to a suspension of tert-butyl 3-(2-{[(1,3-dioxo-1,3-dihydro-2H-isoindol-2-yl)oxy]methyl}-1H-imidazo[4,5-c][1,5]naphthyridin-1-yl)propylcarbamate (4.86 g, 9.67 mmol) in chloroform (50 mL). The reaction mixture was allowed to stir for 4 hours, then concentrated ammonium hydroxide (27 mL) and p-toluenesulfonyl chloride (2.03 g, 10.6 mmol) were added. The reaction mixture was allowed to stir overnight at room temperature, then was filtered. The filtrate was dilute... The reactants are CC(=O)SCC(C)C(=O)N(CC(=O)O)C1CCCCC1, CO. Yields the product CC(CS)C(=O)N(CC(=O)O)C1CCCCC1. RXN SMILES: [C:1](=[O:2])([CH3:3])[S:4][CH2:5][CH:6]([C:7](=[O:8])[N:9]([CH2:10][C:11](=[O:12])[OH:13])[CH:14]1[CH2:15][CH2:16][CH2:17][CH2:18][CH2:19]1)[CH3:20].[CH3:21][OH:22]>>[SH:4][CH2:5][CH:6]([C:7](=[O:8])[N:9]([CH2:10][C:11](=[O:12])[OH:13])[CH:14]1[CH2:15][CH2:16][CH2:17][CH2:18][CH2:19]1)[CH3:20]. The reactants are ClC1=CC=C(OCC(=O)Cl)C=C1 (4-chlorophenoxyacetyl chloride), NC1=CC=C(C=C1)C=1C(CC(NN1)=O)C (6-(4-amino-phenyl)-5-methyl-4,5-dihydro-3(2H)-pyridazinone). The reagents and catalysts are CN(C1=CC=NC=C1)C (4-dimethylaminopyridine). Solvent: N1=CC=CC=C1 (pyridine). Run at time 5 hour. Product: ClC1=CC=C(OCC(=O)NC2=CC=C(C=C2)C=2C(CC(NN2)=O)C)C=C1 (6-(4-(4-Chlorophenoxyacetylamino)-phenyl)-5-methyl-4,5-dihydro-3(2H)-pyridazinone). As a reaction SMILES: [Cl:1][C:2]1[CH:12]=[CH:11][C:5]([O:6][CH2:7][C:8](Cl)=[O:9])=[CH:4][CH:3]=1.[NH2:13][C:14]1[CH:19]=[CH:18][C:17]([C:20]2[CH:21]([CH3:27])[CH2:22][C:23](=[O:26])[NH:24][N:25]=2)=[CH:16][CH:15]=1>CN(C)C1C=CN=CC=1.N1C=CC=CC=1>[Cl:1][C:2]1[CH:12]=[CH:11][C:5]([O:6][CH2:7][C:8]([NH:13][C:14]2[CH:19]=[CH:18][C:17]([C:20]3[CH:21]([CH3:27])[CH2:22][C:23](=[O:26])[NH:24][N:25]=3)=[CH:16][CH:15]=2)=[O:9])=[CH:4][CH:3]=1. Procedure details: 0.1 g of 4-dimethylaminopyridine and 5.1 g (0.025 mole) of 4-chlorophenoxyacetyl chloride are added to 5.1 g (0.025 mole) of 6-(4-amino-phenyl)-5-methyl-4,5-dihydro-3(2H)-pyridazinone in 20 ml of pyridine. The mixture is stirred at room temperature for 5 hours and concentrated, water is added and the mixture is extracted with methylene chloride.